Dataset: the Open Reaction Database (ORD), a public repository of structured organic reaction records. Task: describe an organic reaction: reactants, conditions, products, and yield Reactants: FC=1C=CC(=C(C1)C)[N+](=O)[O-] (5-fluoro-2-nitrotoluene), BrN1C(CCC1=O)=O (N-bromosuccinimide), 2,2′-azobis-2-methylpropanenitrile. Run in C(Cl)(Cl)Cl (chloroform). Product: BrCC1=C(C=CC(=C1)F)[N+](=O)[O-] (2-(Bromomethyl)-4-fluoro-1-nitrobenzene). As a reaction SMILES: [F:1][C:2]1[CH:3]=[CH:4][C:5]([N+:9]([O-:11])=[O:10])=[C:6]([CH3:8])[CH:7]=1.[Br:12]N1C(=O)CCC1=O>C(Cl)(Cl)Cl>[Br:12][CH2:8][C:6]1[CH:7]=[C:2]([F:1])[CH:3]=[CH:4][C:5]=1[N+:9]([O-:11])=[O:10]. Procedure details: 574 g (3.70 mol) of 5-fluoro-2-nitrotoluene and 659 g (3.70 mol) of N-bromosuccinimide were introduced into 3.7 l of chloroform, 30.0 g (183 mmol) of 2,2′-azobis-2-methylpropanenitrile were added, and the mixture was heated under reflux with irradiation by a UV lamp for 18 h. Cooling was followed by filtration with suction, and the filtrate was concentrated, the residue was taken up in diethyl ether and filtered with suction, and the filtrate was concentrated. The residue was dissolved in dichlo... Reactants: Cl (hydrogen chloride), C(C1=CC=CC=C1)(=O)Cl (benzoyl chloride), N1(C=NC=C1)CCCNC(CO)(C)C (2-[3-(imidazol-1-yl)propylamino]-2-methyl-1-propanol), C([O-])(O)=O.[Na+] (sodium bicarbonate). Run in CCOCC (ether), ClCCl (dichloromethane), ClCCl (dichloromethane), C(C)N(CC)CC (triethylamine). Reaction conditions: temperature 0 celsius. Product: Cl.Cl.C(C1=CC=CC=C1)(=O)OCC(C)(C)NCCCN1C=NC=C1 (2-[3-(imidazol-1-yl)propylamino]-2,2-dimethylethyl benzoate dihydrochloride). As a reaction SMILES: [C:1]([Cl:9])(=[O:8])[C:2]1[CH:7]=[CH:6][CH:5]=[CH:4][CH:3]=1.[N:10]1([CH2:15][CH2:16][CH2:17][NH:18][C:19]([CH3:23])([CH3:22])[CH2:20][OH:21])[CH:14]=[CH:13][N:12]=[CH:11]1.C(=O)(O)[O-].[Na+].[ClH:29]>ClCCl.CCOCC.C(N(CC)CC)C>[ClH:9].[ClH:29].[C:1]([O:21][CH2:20][C:19]([NH:18][CH2:17][CH2:16][CH2:15][N:10]1[CH:14]=[CH:13][N:12]=[CH:11]1)([CH3:23])[CH3:22])(=[O:8])[C:2]1[CH:7]=[CH:6][CH:5]=[CH:4][CH:3]=1 |f:2.3,8.9.10|. Procedure details: A solution of benzoyl chloride (0.36 g) in dichloromethane (1.5 ml) was added dropwise to a mixture of 2-[3-(imidazol-1-yl)propylamino]-2-methyl-1-propanol (0.5 g) and triethylamine (0.5 g) in dichloromethane (5 ml) with stirring under nitrogen at 0° C. The mixture was stirred at 0° C. for 1 hour and then allowed to warm up to ambient temperature and stirred at this temperature for 3 hours. Saturated aqueous sodium bicarbonate (5 ml) was added. The mixture was shaken and the organic layer separa...